Dataset: the Open Reaction Database (ORD), a public repository of structured organic reaction records. Task: describe an organic reaction: reactants, conditions, products, and yield Starting materials: O (Water), OC=1C=CC=2N(C1)C=C(N2)NC(=O)C2CC2 (N-(6-hydroxyimidazo[1,2-a]pyridin-2-yl)cyclopropanecarboxamide), FC1=C(C=C(C=C1)[N+](=O)[O-])F (1,2-difluoro-4-nitrobenzene), C([O-])([O-])=O.[Cs+].[Cs+] (cesium carbonate). Run in CS(=O)C (dimethyl sulfoxide). Conditions: time 5 hour. Yields the product FC1=C(OC=2C=CC=3N(C2)C=C(N3)NC(=O)C3CC3)C=CC(=C1)[N+](=O)[O-] (N-[6-(2-fluoro-4-nitrophenoxy)imidazo[1,2-a]pyridin-2-yl]cyclopropanecarboxamide). Isolated yield 94.6%. RXN SMILES: [OH:1][C:2]1[CH:3]=[CH:4][C:5]2[N:6]([CH:8]=[C:9]([NH:11][C:12]([CH:14]3[CH2:16][CH2:15]3)=[O:13])[N:10]=2)[CH:7]=1.F[C:18]1[CH:23]=[CH:22][C:21]([N+:24]([O-:26])=[O:25])=[CH:20][C:19]=1[F:27].C(=O)([O-])[O-].[Cs+].[Cs+].O>CS(C)=O>[F:27][C:19]1[CH:20]=[C:21]([N+:24]([O-:26])=[O:25])[CH:22]=[CH:23][C:18]=1[O:1][C:2]1[CH:3]=[CH:4][C:5]2[N:6]([CH:8]=[C:9]([NH:11][C:12]([CH:14]3[CH2:15][CH2:16]3)=[O:13])[N:10]=2)[CH:7]=1 |f:2.3.4|. Reported procedure: To a solution of N-(6-hydroxyimidazo[1,2-a]pyridin-2-yl)cyclopropanecarboxamide (30 g, 138 mmol) and 1,2-difluoro-4-nitrobenzene (24.2 g, 152 mmol) in dimethyl sulfoxide (180 mL) was added cesium carbonate (58.5 g, 180 mmol), and the mixture was stirred at room temperature for 5 hr under an argon atmosphere. Water (1080 mL) was added to the reaction mixture, and the mixture was stirred for 20 min. The precipitate was collected by filtration and washed with water and ethyl acetate. After air dryi...